Dataset: the Open Reaction Database (ORD), a public repository of structured organic reaction records. Task: describe an organic reaction: reactants, conditions, products, and yield The reactants are [Br-], C=CCC[Mg+], CCOC(C)=O, [Cl-], CC(OC1OCCC(C=O)C1c1ccccc1)c1cc(C(F)(F)F)cc(C(F)(F)F)c1, [NH4+], C1CCOC1. Product: C=CCCC(O)C1CCOC(OC(C)c2cc(C(F)(F)F)cc(C(F)(F)F)c2)C1c1ccccc1. RXN SMILES: [Br-:1].[CH2:2]([CH2:3][CH:4]=[CH2:5])[Mg+:6].[CH3:40][CH2:41][O:42][C:43](=[O:44])[CH3:45].[Cl-:38].[F:7][C:8]([c:9]1[cH:10][c:11]([CH:19]([CH3:20])[O:21][CH:22]2[O:23][CH2:24][CH2:25][CH:26]([CH:34]=[O:35])[CH:27]2[c:28]2[cH:29][cH:30][cH:31][cH:32][cH:33]2)[cH:12][c:13]([C:15]([F:16])([F:17])[F:18])[cH:14]1)([F:36])[F:37].[NH4+:39].[O:46]1[CH2:47][CH2:48][CH2:49][CH2:50]1>>[CH2:2]([CH2:3][CH:4]=[CH2:5])[CH:34]([CH:26]1[CH2:25][CH2:24][O:23][CH:22]([O:21][CH:19]([c:11]2[cH:10][c:9]([C:8]([F:7])([F:36])[F:37])[cH:14][c:13]([C:15]([F:16])([F:17])[F:18])[cH:12]2)[CH3:20])[CH:27]1[c:28]1[cH:29][cH:30][cH:31][cH:32][cH:33]1)[OH:35]. Reactants: O1CCN(CC1)C1=NC2=C(S(C3=C1C=CC(=C3)C(=O)OC)(=O)=O)C=CC=C2 (Methyl 11-Morpholinodibenzo[b,f][1,4]thiazepin-3-carboxylate 5,5-Dioxide), [OH-].[K+] (potassium hydroxide), O (water), C(C)O (ethanol). Solvent: O1CCOCC1 (dioxane). The product is O1CCN(CC1)C1=NC2=C(S(C3=C1C=CC(=C3)C(=O)O)(=O)=O)C=CC=C2 (11-Morpholinodibenzo[b,f][1,4]thiazepin-3-carboxylic Acid 5,5-Dioxide). As a reaction SMILES: [O:1]1[CH2:6][CH2:5][N:4]([C:7]2[C:13]3[CH:14]=[CH:15][C:16]([C:18]([O:20]C)=[O:19])=[CH:17][C:12]=3[S:11](=[O:23])(=[O:22])[C:10]3[CH:24]=[CH:25][CH:26]=[CH:27][C:9]=3[N:8]=2)[CH2:3][CH2:2]1.[OH-].[K+].O.C(O)C>O1CCOCC1>[O:1]1[CH2:6][CH2:5][N:4]([C:7]2[C:13]3[CH:14]=[CH:15][C:16]([C:18]([OH:20])=[O:19])=[CH:17][C:12]=3[S:11](=[O:23])(=[O:22])[C:10]3[CH:24]=[CH:25][CH:26]=[CH:27][C:9]=3[N:8]=2)[CH2:3][CH2:2]1 |f:1.2|. Procedure: Stir 386 mg (1 mmole) of the ester of Example 19 in a solution of 131.8 mg (2 mmole) of 85% aqueous potassium hydroxide, 1.3 ml of water, 6.5 ml of ethanol and 0.65 ml of dioxane at room temperature under argon for 1 hour. Evaporate to dryness and dissolve the residue in 5 ml of water. Acidify with acetic acid, separate the precipitate by filtration, wash with water and dry. Recrystallize from methanol to obtain the title product (m.p. 200-295 dec). The reactants are [N+](=O)([O-])C1=C(C=O)C=CC=C1 (2-nitrobenzaldehyde), Cl.NO (hydroxylamine hydrochloride), C(C)(=O)[O-].[Na+] (sodium acetate). The solvent is C(C)O (ethanol), O (water), O (water). Reaction conditions: time 4 hour. The product is [N+](=O)([O-])C1=C(C=NO)C=CC=C1 (2-Nitrobenzaldoxime). Reaction SMILES: [N+:1]([C:4]1[CH:11]=[CH:10][CH:9]=[CH:8][C:5]=1[CH:6]=O)([O-:3])=[O:2].Cl.[NH2:13][OH:14].C([O-])(=O)C.[Na+]>C(O)C.O>[N+:1]([C:4]1[CH:11]=[CH:10][CH:9]=[CH:8][C:5]=1[CH:6]=[N:13][OH:14])([O-:3])=[O:2] |f:1.2,3.4|. Reported procedure: To a solution of 2-nitrobenzaldehyde (115 g) and hydroxylamine hydrochloride (6.6 g) in ethanol (110 ml) and water (4 ml) was added sodium acetate (13.6 g) and the mixture was stirred at room temperature for 4 hours. The mixture was poured into water (500 ml) and the mixture filtered to give the title product. The reactants are ClC1=CC=C(C=2N3C(=NC21)NCC3)C(CC)CC (8-chloro-5-(1-ethylpropyl)-2,3-dihydro-1H-imidazo[1,2-a]benzimidazole), BrC1=NC=C(C=C1Cl)C(F)(F)F (2-bromo-3-chloro-5-(trifluoromethyl)pyridine), N1=C(C=CC=C1)C1=NC=CC=C1 (2,2′-bipyridyl), C([O-])([O-])=O.[Cs+].[Cs+] (cesium carbonate). Reagents/catalysts: [Cu]I (copper(I) iodide). The solvent is CN1C(CCC1)=O (1-methyl-2-pyrrolidinone), C(C)(=O)OCC (ethyl acetate). Conditions: temperature 150 celsius, time 4 hour. Product: ClC1=CC=C(C=2N3C(=NC21)N(CC3)C3=NC=C(C=C3Cl)C(F)(F)F)C(CC)CC (8-Chloro-1-[3-chloro-5-(trifluoromethyl)pyridin-2-yl]-5-(1-ethylpropyl)-2,3-dihydro-1H-imidazo[1,2-a]benzimidazole). Reaction SMILES: [Cl:1][C:2]1[C:10]2[N:9]=[C:8]3[NH:11][CH2:12][CH2:13][N:7]3[C:6]=2[C:5]([CH:14]([CH2:17][CH3:18])[CH2:15][CH3:16])=[CH:4][CH:3]=1.Br[C:20]1[C:25]([Cl:26])=[CH:24][C:23]([C:27]([F:30])([F:29])[F:28])=[CH:22][N:21]=1.N1C=CC=CC=1C1C=CC=CN=1.C(=O)([O-])[O-].[Cs+].[Cs+]>CN1CCCC1=O.C(OCC)(=O)C.[Cu]I>[Cl:1][C:2]1[C:10]2[N:9]=[C:8]3[N:11]([C:20]4[C:25]([Cl:26])=[CH:24][C:23]([C:27]([F:30])([F:28])[F:29])=[CH:22][N:21]=4)[CH2:12][CH2:13][N:7]3[C:6]=2[C:5]([CH:14]([CH2:17][CH3:18])[CH2:15][CH3:16])=[CH:4][CH:3]=1 |f:3.4.5|. Reported procedure: A mixture of 8-chloro-5-(1-ethylpropyl)-2,3-dihydro-1H-imidazo[1,2-a]benzimidazole (28.6 mg, 0.108 mmol), 2-bromo-3-chloro-5-(trifluoromethyl)pyridine (56.3 mg, 0.217 mmol), copper(I) iodide (20.6 mg, 0.108 mmol), 2,2′-bipyridyl (33.9 mg, 0.217 mmol) and cesium carbonate (70.7 mg, 0.217 mmol) in 1-methyl-2-pyrrolidinone (1.0 mL) was stirred at 150° C. for 4 hrs. After cooling, the mixture was diluted with ethyl acetate, the precipitate was filtered through a pad of celite. The filtrate was extra... Starting materials: CCNC(=O)Nc1cc(-c2nc(C(F)(F)F)cs2)c(-c2ccc3c(c2)c(=O)c(C(=O)OCC)cn3C2CCCNC2)cn1, C=CS(C)(=O)=O, CC(C)O. The product is CCNC(=O)Nc1cc(-c2nc(C(F)(F)F)cs2)c(-c2ccc3c(c2)c(=O)c(C(=O)OCC)cn3C2CCCN(CCS(C)(=O)=O)C2)cn1. RXN SMILES: [CH2:1]([CH3:2])[NH:3][C:4]([NH:5][c:6]1[cH:7][c:8](-[c:34]2[s:35][cH:36][c:37]([C:39]([F:40])([F:41])[F:42])[n:38]2)[c:9](-[c:12]2[cH:13][c:14]3[c:15](=[O:33])[c:16]([C:28](=[O:29])[O:30][CH2:31][CH3:32])[cH:17][n:18]([CH:22]4[CH2:23][NH:24][CH2:25][CH2:26][CH2:27]4)[c:19]3[cH:20][cH:21]2)[cH:10][n:11]1)=[O:43].[CH:44](=[CH2:45])[S:46](=[O:47])(=[O:48])[CH3:49].[CH:50]([OH:51])([CH3:52])[CH3:53]>>[CH2:1]([CH3:2])[NH:3][C:4]([NH:5][c:6]1[cH:7][c:8](-[c:34]2[s:35][cH:36][c:37]([C:39]([F:40])([F:41])[F:42])[n:38]2)[c:9](-[c:12]2[cH:13][c:14]3[c:15](=[O:33])[c:16]([C:28](=[O:29])[O:30][CH2:31][CH3:32])[cH:17][n:18]([CH:22]4[CH2:23][N:24]([CH2:45][CH2:44][S:46](=[O:47])(=[O:48])[CH3:49])[CH2:25][CH2:26][CH2:27]4)[c:19]3[cH:20][cH:21]2)[cH:10][n:11]1)=[O:43]. The reactants are C(C1=CC=CC=C1)OC1=C(C=C(CN(C2=CC=C(C#N)C=C2)N2C=NN=C2)C=C1)F (4-[(4-Benzyloxy-3-fluoro-benzyl)-[1,2,4]triazol-4-yl-amino]-benzonitrile). The reagents and catalysts are [Pd] (palladium on charcoal). The solvent is C(C)O (ethanol), C1CCOC1 (THF), C(C)(=O)OCC (ethyl acetate). Run at time 18 hour. The product is FC=1C=C(CN(C2=CC=C(C#N)C=C2)N2C=NN=C2)C=CC1O (4-[(3-Fluoro-4-hydroxy-benzyl)-[1,2,4]triazol-4-yl-amino]-benzonitrile). RXN SMILES: C([O:8][C:9]1[CH:29]=[CH:28][C:12]([CH2:13][N:14]([N:23]2[CH:27]=[N:26][N:25]=[CH:24]2)[C:15]2[CH:22]=[CH:21][C:18]([C:19]#[N:20])=[CH:17][CH:16]=2)=[CH:11][C:10]=1[F:30])C1C=CC=CC=1>C(O)C.C1COCC1.C(OCC)(=O)C.[Pd]>[F:30][C:10]1[CH:11]=[C:12]([CH:28]=[CH:29][C:9]=1[OH:8])[CH2:13][N:14]([N:23]1[CH:24]=[N:25][N:26]=[CH:27]1)[C:15]1[CH:16]=[CH:17][C:18]([C:19]#[N:20])=[CH:21][CH:22]=1. Reported procedure: 4-[(4-Benzyloxy-3-fluoro-benzyl)-[1,2,4]triazol-4-yl-amino]-benzonitrile (CAB03019, 2.83 g, 7.09 mmol) was dissolved in a mixture of ethanol (50 mL), THF (50 mL) and ethyl acetate (50 mL) by heating and palladium on charcoal (150 mg, 5% Pd) was added. The mixture was stirred under hydrogen-atmosphere (balloon) for 18 h, filtered through a 3 cm layer of celite and concentrated under reduced pressure. The residue was suspended in 2-propanol (30 mL), the mixture was heated to reflux for 5 minutes. ...